This data is from the Open Reaction Database (ORD), a public repository of structured organic reaction records. The task is: describe an organic reaction: reactants, conditions, products, and yield Reactants: CCOC(=O)C(N)Cc1ccccc1, Cl, O=C(O)c1[nH]c2ccc(-n3cccc3)cc2c1-c1ccccc1. Yields the product CCOC(=O)C(Cc1ccccc1)NC(=O)c1[nH]c2ccc(-n3cccc3)cc2c1-c1ccccc1. Reaction SMILES: [CH2:25]([CH3:26])[O:27][C:28]([CH:29]([NH2:30])[CH2:31][c:32]1[cH:33][cH:34][cH:35][cH:36][cH:37]1)=[O:38].[ClH:24].[c:1]1(-[c:7]2[c:8]([C:21](=[O:22])[OH:23])[nH:9][c:10]3[cH:11][cH:12][c:13](-[n:16]4[cH:17][cH:18][cH:19][cH:20]4)[cH:14][c:15]23)[cH:2][cH:3][cH:4][cH:5][cH:6]1>>[c:1]1(-[c:7]2[c:8]([C:21](=[O:22])[NH:30][CH:29]([C:28]([O:27][CH2:25][CH3:26])=[O:38])[CH2:31][c:32]3[cH:33][cH:34][cH:35][cH:36][cH:37]3)[nH:9][c:10]3[cH:11][cH:12][c:13](-[n:16]4[cH:17][cH:18][cH:19][cH:20]4)[cH:14][c:15]23)[cH:2][cH:3][cH:4][cH:5][cH:6]1. Reactants: C(C)(=O)OCC.CCCCCC (ethyl acetate hexane), N1=CC=C(C=C1)CO (4-pyridylcarbinol), Cl[Si](C)(C)C(C)(C)C (chloro-tert-butyl-dimethylsilane), N1C=NC=C1 (imidazole). The solvent is CN(C=O)C (dimethylformamide). Product: [Si](C)(C)(C(C)(C)C)OCC1=CC=NC=C1 (4-(tert-butyl-dimethylsilyloxymethyl)pyridine). Reaction SMILES: [N:1]1[CH:6]=[CH:5][C:4]([CH2:7][OH:8])=[CH:3][CH:2]=1.Cl[Si:10]([C:13]([CH3:16])([CH3:15])[CH3:14])([CH3:12])[CH3:11].N1C=CN=C1.C(OCC)(=O)C.CCCCCC>CN(C)C=O>[Si:10]([O:8][CH2:7][C:4]1[CH:5]=[CH:6][N:1]=[CH:2][CH:3]=1)([C:13]([CH3:16])([CH3:15])[CH3:14])([CH3:12])[CH3:11] |f:3.4|. Procedure details: A solution of 20 g 4-pyridylcarbinol, 28.9 g of chloro-tert-butyl-dimethylsilane and 14.4 g imidazole in 200 ml dimethylformamide is stirred 3 hours at room temperature. Product is isolated by extraction into ethyl acetate/hexane (1:1) and washing extract 4 times with 400 ml of water. The solution is filtered through silica gel and concentrated in vacuo to yield 4-(tert-butyl-dimethylsilyloxymethyl)pyridine.